From a dataset of the Open Reaction Database (ORD), a public repository of structured organic reaction records. describe an organic reaction: reactants, conditions, products, and yield Reactants: N,N-diisopropylazodicarboxylate, FC=1C=C(C=CC1)CCCCO (4-(3-fluorophenyl)-1-butanol), ClC1=C(C(=CC(=C1)OCC=C(Cl)Cl)Cl)O (2,6-dichloro-4-(3,3-dichloro-2-propenyloxy)phenol), C1(=CC=CC=C1)P(C1=CC=CC=C1)C1=CC=CC=C1 (triphenylphosphine). The solvent is O1CCCC1 (tetrahydrofuran), O1CCCC1 (tetrahydrofuran). Product: ClC=1C=C(C=C(C1OCCCCC1=CC(=CC=C1)F)Cl)OCC=C(Cl)Cl (3,5-dichloro-1-(3,3-dichloro-2-propenyloxy)-4-(4-(3-fluorophenyl) butyloxy)benzene). The yield is 83.2%. Reaction SMILES: [F:1][C:2]1[CH:3]=[C:4]([CH2:8][CH2:9][CH2:10][CH2:11][OH:12])[CH:5]=[CH:6][CH:7]=1.[Cl:13][C:14]1[CH:19]=[C:18]([O:20][CH2:21][CH:22]=[C:23]([Cl:25])[Cl:24])[CH:17]=[C:16]([Cl:26])[C:15]=1O.C1(P(C2C=CC=CC=2)C2C=CC=CC=2)C=CC=CC=1>O1CCCC1>[Cl:13][C:14]1[CH:19]=[C:18]([O:20][CH2:21][CH:22]=[C:23]([Cl:25])[Cl:24])[CH:17]=[C:16]([Cl:26])[C:15]=1[O:12][CH2:11][CH2:10][CH2:9][CH2:8][C:4]1[CH:5]=[CH:6][CH:7]=[C:2]([F:1])[CH:3]=1. Reported procedure: To a solution of 0.18 g of 4-(3-fluorophenyl)-1-butanol, 0.30 g of 2,6-dichloro-4-(3,3-dichloro-2-propenyloxy)phenol and 0.27 g of triphenylphosphine dissolved in 10 ml of tetrahydrofuran, a solution of 0.20 ml of N,N-diisopropylazodicarboxylate dissolved in 5 ml of tetrahydrofuran was added dropwise, while stirring at room temperature. After stirring at room temperature for 24 hours, the reaction mixture was concentrated to obtain a residue. The residue was subjected to silica gel chromatograph... Reactants: C(C(=C)C)(=O)OCC(C)C (isobutyl methacrylate), C(C=C)(=O)OCC1CO1 (glycidyl acrylate), C(C1=CC=CC=C1)(=O)OOC(C1=CC=CC=C1)=O (benzoyl peroxide). Run at temperature 95 celsius, time 3 hour. The product is C(C1CO1)OC(C=C)=O.C(C(=C)C)(=O)OCC(C)C (isobutyl methacrylate - glycidyl acrylate). RXN SMILES: [C:1]([O:6][CH2:7][CH:8]([CH3:10])[CH3:9])(=[O:5])[C:2]([CH3:4])=[CH2:3].[C:11]([O:15][CH2:16][CH:17]1[O:19][CH2:18]1)(=[O:14])[CH:12]=[CH2:13].C(OOC(=O)C1C=CC=CC=1)(=O)C1C=CC=CC=1>>[CH2:16]([O:15][C:11](=[O:14])[CH:12]=[CH2:13])[CH:17]1[O:19][CH2:18]1.[C:1]([O:6][CH2:7][CH:8]([CH3:10])[CH3:9])(=[O:5])[C:2]([CH3:4])=[CH2:3] |f:3.4|. Procedure: To the above solvent, a mixture of 200 g of isobutyl methacrylate, 10 g of glycidyl acrylate and 2 g of benzoyl peroxide was added dropwise at a constant speed over a period of 1 hour, followed by stirring at 95° C. for 3 hours to complete the polymerization reaction. Thus, isobutyl methacrylate - glycidyl acrylate copolymer was obtained. Yields the product C(=O)OC(CCC=1NC(=C(C(C1C(=O)OCC)C1=CC(=CC=C1)[N+](=O)[O-])C(=O)OC)C)C1=CC=CC=C1 (2-(3-formyloxy-3-phenylpropyl)-3-carboethoxy-5-carbomethoxy-4-(m-nitrophenyl)-6-methyl-1,4-dihydropyridine), compound. RXN SMILES: [C:1]1([CH:7]([OH:35])[CH2:8][CH2:9][C:10]2[NH:11][C:12]([CH3:34])=[C:13]([C:30]([O:32][CH3:33])=[O:31])[CH:14]([C:21]3[CH:26]=[CH:25][CH:24]=[C:23]([N+:27]([O-:29])=[O:28])[CH:22]=3)[C:15]=2[C:16]([O:18][CH2:19][CH3:20])=[O:17])[CH:6]=[CH:5][CH:4]=[CH:3][CH:2]=1.[CH:36](O)=[O:37]>O>[CH:36]([O:35][CH:7]([C:1]1[CH:6]=[CH:5][CH:4]=[CH:3][CH:2]=1)[CH2:8][CH2:9][C:10]1[NH:11][C:12]([CH3:34])=[C:13]([C:30]([O:32][CH3:33])=[O:31])[CH:14]([C:21]2[CH:26]=[CH:25][CH:24]=[C:23]([N+:27]([O-:29])=[O:28])[CH:22]=2)[C:15]=1[C:16]([O:18][CH2:19][CH3:20])=[O:17])=[O:37]. Procedure: A solution of diastereoisomers of 2-(3-phenyl-3-hydroxypropyl)-3-carboethoxy-5-carbomethoxy -4-(m-nitrophenyl)-6-methyl-1,4-dihydropyridine (100 mg) in formic acid (2 ml) is stirred for 24 hours at room temperature, then it is diluted with water (10 ml) and extracted with ethyl ether (15 ml); the organic phase is washed with a NaHCO solution (5%, 3×5 ml , water (3×5 ml), dried (Na2SO4) and concentrated under vacuum to give 2-(3-formyloxy-3-phenylpropyl)-3-carboethoxy-5-carbomethoxy-4-(m-nitrophe... Solvent: O (water). Starting materials: C1(=CC=CC=C1)C(CCC=1NC(=C(C(C1C(=O)OCC)C1=CC(=CC=C1)[N+](=O)[O-])C(=O)OC)C)O (2-(3-phenyl-3-hydroxypropyl)-3-carboethoxy-5-carbomethoxy -4-(m-nitrophenyl)-6-methyl-1,4-dihydropyridine), C(=O)O (formic acid).